Dataset: the Open Reaction Database (ORD), a public repository of structured organic reaction records. Task: describe an organic reaction: reactants, conditions, products, and yield Reactants: CCn1ccnc1, Cc1ccccc1, CCS(=O)(=O)O. Product: CC[n+]1ccn(C)c1, CS(=O)(=O)[O-]. RXN SMILES: [CH2:1]([CH3:2])[n:3]1[cH:4][n:5][cH:6][cH:7]1.[CH3:14][c:15]1[cH:16][cH:17][cH:18][cH:19][cH:20]1.[CH3:8][CH2:9][S:10](=[O:11])(=[O:12])[OH:13]>>[CH2:1]([CH3:2])[n+:3]1[cH:4][n:5]([CH3:8])[cH:6][cH:7]1.[CH3:9][S:10](=[O:11])(=[O:12])[O-:13]. The reactants are C(C)(C)(C)OC(NC1=C(C=C(C=C1)C1=CC=C(C=C1)C#N)[N+](=O)[O-])=O ((4′-cyano-3-nitro-biphenyl-4-yl)-carbamic acid tert.-butyl ester), O.O.Cl[Sn]Cl (SnCl2.2H2O). The product is C(C)(C)(C)OC(NC1=C(C=C(C=C1)C1=CC=C(C=C1)C#N)N)=O ((3-Amino-4′-cyano-biphenyl-4-yl)-carbamic acid tert.-butyl ester). RXN SMILES: [C:1]([O:5][C:6](=[O:25])[NH:7][C:8]1[CH:13]=[CH:12][C:11]([C:14]2[CH:19]=[CH:18][C:17]([C:20]#[N:21])=[CH:16][CH:15]=2)=[CH:10][C:9]=1[N+:22]([O-])=O)([CH3:4])([CH3:3])[CH3:2].O.O.Cl[Sn]Cl>>[C:1]([O:5][C:6](=[O:25])[NH:7][C:8]1[CH:13]=[CH:12][C:11]([C:14]2[CH:19]=[CH:18][C:17]([C:20]#[N:21])=[CH:16][CH:15]=2)=[CH:10][C:9]=1[NH2:22])([CH3:4])([CH3:2])[CH3:3] |f:1.2.3|. Procedure: Prepared from (4′-cyano-3-nitro-biphenyl-4-yl)-carbamic acid tert.-butyl ester (Example C13) by reduction with SnCl2.2H2O according to the general procedure G (method b). Obtained as a yellow solid (360 mg). Starting materials: ClCCCl, CC(C)n1ccc2c(C(=O)O)cc(OCCN(C)C)cc21, CCN(C(C)C)C(C)C, Cl, CCCc1cc(C)[nH]c(=O)c1CN, CN(C)C=O, O, O, On1nnc2ccccc21. Product: CCCc1cc(C)[nH]c(=O)c1CNC(=O)c1cc(OCCN(C)C)cc2c1ccn2C(C)C. RXN SMILES: [CH2:22]([Cl:23])[CH2:24][Cl:25].[CH3:1][N:2]([CH2:3][CH2:4][O:5][c:6]1[cH:7][c:8]([C:18](=[O:19])[OH:20])[c:9]2[cH:10][cH:11][n:12]([CH:15]([CH3:16])[CH3:17])[c:13]2[cH:14]1)[CH3:21].[CH:38]([N:39]([CH2:40][CH3:41])[CH:42]([CH3:43])[CH3:44])([CH3:45])[CH3:46].[ClH:26].[NH2:47][CH2:48][c:49]1[c:50](=[O:59])[nH:51][c:52]([CH3:58])[cH:53][c:54]1[CH2:55][CH2:56][CH3:57].[O:60]=[CH:61][N:62]([CH3:63])[CH3:64].[OH2:37].[OH2:65].[OH:27][n:28]1[c:29]2[c:30]([cH:31][cH:32][cH:33][cH:34]2)[n:35][n:36]1>>[CH3:1][N:2]([CH2:3][CH2:4][O:5][c:6]1[cH:7][c:8]([C:18](=[O:20])[NH:47][CH2:48][c:49]2[c:50](=[O:59])[nH:51][c:52]([CH3:58])[cH:53][c:54]2[CH2:55][CH2:56][CH3:57])[c:9]2[cH:10][cH:11][n:12]([CH:15]([CH3:16])[CH3:17])[c:13]2[cH:14]1)[CH3:21].